Dataset: the Open Reaction Database (ORD), a public repository of structured organic reaction records. Task: describe an organic reaction: reactants, conditions, products, and yield Reactants: C[C@H]1OC(C2=CC=C(C=C2C1)C1OC1)=O ((3R)-3-Methyl-6-(oxiran-2-yl)-3,4-dihydro-1H-isochromen-1-one), OC(CN1CCNCC1)C1=CC(=C(C=N1)C#N)OC (6-(1-hydroxy-2-piperazin-1-yl-ethyl)-4-methoxy-pyridine-3-carbonitrile), C[C@H]1OC(C2=CC=C(C=C2C1)C1OC1)=O ((3R)-3-Methyl-6-(oxiran-2-yl)-3,4-dihydro-1H-isochromen-1-one), OC(CN1CCNCC1)C1=CC(=C(C=N1)C#N)OC (6-(1-hydroxy-2-piperazin-1-yl-ethyl)-4-methoxy-pyridine-3-carbonitrile). The solvent is C(C)O (ethanol). Reaction conditions: temperature 140 celsius. Product: OC(CN1CCN(CC1)CC(C=1C=C2C[C@@H](OC(C2=CC1)=O)C)O)C1=NC=C(C#N)C(=C1)OC (6-(1-Hydroxy-2-(4-(2-hydroxy-2-((S)-3-methyl-1-oxoisochroman-6-yl)ethyl)piperazin-1-yl)ethyl)-4-methoxynicotinonitrile). RXN SMILES: [CH3:1][C@@H:2]1[CH2:11][C:10]2[C:5](=[CH:6][CH:7]=[C:8]([CH:12]3[CH2:14][O:13]3)[CH:9]=2)[C:4](=[O:15])[O:3]1.[OH:16][CH:17]([C:25]1[N:30]=[CH:29][C:28]([C:31]#[N:32])=[C:27]([O:33][CH3:34])[CH:26]=1)[CH2:18][N:19]1[CH2:24][CH2:23][NH:22][CH2:21][CH2:20]1>C(O)C>[OH:16][CH:17]([C:25]1[CH:26]=[C:27]([O:33][CH3:34])[C:28]([C:31]#[N:32])=[CH:29][N:30]=1)[CH2:18][N:19]1[CH2:20][CH2:21][N:22]([CH2:14][CH:12]([OH:13])[C:8]2[CH:9]=[C:10]3[C:5](=[CH:6][CH:7]=2)[C:4](=[O:15])[O:3][C@@H:2]([CH3:1])[CH2:11]3)[CH2:23][CH2:24]1. Procedure details: A Pyrex® vessel was charged with magnetic stirring bar and 3-(S)-methyl-6-(oxiran-2-yl)-3,4-dihydro-1H-isochromen-1-one (INTERMEDIATE 23) (78 mg, 0.38 mmol), and isomer A of 6-(1-hydroxy-2-piperazin-1-yl-ethyl)-4-methoxy-pyridine-3-carbonitrile (INTERMEDIATE 38) (100 mg, 0.38 mmol), and 2 mL of ethanol. The resulting mixture was heated in the microwave at 140° C. for 1 hour. The mixture was cooled to room temperature and the solvent was evaporated and the resulting residue was purified by prepar... The reactants are C(C)(C)[N-]C(C)C.[Li+].O1CCCC1 (lithium diisopropylamide tetrahydrofuran), C(C)(C)(C)OC(=O)N1CCC(CC1)C#N (4-cyanopiperidine-1-carboxylic acid tert-butyl ester), C(CC(O)(C(=O)O)CC(=O)O)(=O)O (citric acid), C(C=C)Br (allyl bromide). Run in O1CCCC1 (tetrahydrofuran), O1CCCC1 (tetrahydrofuran). Run at time 30 minute. Product: C(C)(C)(C)OC(=O)N1CCC(CC1)(C#N)CC=C (4-Allyl-4-cyanopiperidine-1-carboxylic Acid tert-Butyl Ester). As a reaction SMILES: [CH:1]([N-]C(C)C)([CH3:3])[CH3:2].[Li+].O1CCCC1.[C:14]([O:18][C:19]([N:21]1[CH2:26][CH2:25][CH:24]([C:27]#[N:28])[CH2:23][CH2:22]1)=[O:20])([CH3:17])([CH3:16])[CH3:15].C(Br)C=C.C(O)(=O)CC(CC(O)=O)(C(O)=O)O>O1CCCC1>[C:14]([O:18][C:19]([N:21]1[CH2:26][CH2:25][C:24]([CH2:3][CH:1]=[CH2:2])([C:27]#[N:28])[CH2:23][CH2:22]1)=[O:20])([CH3:17])([CH3:15])[CH3:16] |f:0.1.2|. Procedure: To a solution of 2M lithium diisopropylamide-tetrahydrofuran solution (9.96 ml) in tetrahydrofuran (20 ml) was dropwise added a solution of 4-cyanopiperidine-1-carboxylic acid tert-butyl ester (3.5 g) in tetrahydrofuran (15 ml) at −78° C. and under argon atmosphere, and the mixture was stirred at room temperature for 30 min. Then, allyl bromide (2.15 ml) was added at −78° C., and the mixture was stirred at the same temperature for 30 min and at room temperature for 1 hour. After completion of th... Starting materials: CC(C)(C)c1cc(NC(=O)Oc2ccccc2)on1, COCCOc1cc2ncnc(Oc3cccc(N)c3)c2cc1OC. The product is COCCOc1cc2ncnc(Oc3cccc(NC(=O)Nc4cc(C(C)(C)C)no4)c3)c2cc1OC. As a reaction SMILES: [C:26]([CH3:27])([CH3:28])([CH3:29])[c:30]1[n:31][o:32][c:33]([NH:35][C:36]([O:37][c:39]2[cH:40][cH:41][cH:42][cH:43][cH:44]2)=[O:38])[cH:34]1.[CH3:1][O:2][c:3]1[cH:4][c:5]2[c:6]([O:18][c:19]3[cH:20][c:21]([NH2:22])[cH:23][cH:24][cH:25]3)[n:7][cH:8][n:9][c:10]2[cH:11][c:12]1[O:13][CH2:14][CH2:15][O:16][CH3:17]>>[CH3:1][O:2][c:3]1[cH:4][c:5]2[c:6]([O:18][c:19]3[cH:20][c:21]([NH:22][C:36]([NH:35][c:33]4[o:32][n:31][c:30]([C:26]([CH3:27])([CH3:28])[CH3:29])[cH:34]4)=[O:37])[cH:23][cH:24][cH:25]3)[n:7][cH:8][n:9][c:10]2[cH:11][c:12]1[O:13][CH2:14][CH2:15][O:16][CH3:17]. Reactants: C1CCOC1, C[Si](C)(C)[N-][Si](C)(C)C, Cc1nc(N)nc(-c2cccnc2F)n1, Cc1ncc(N)cc1NS(C)(=O)=O, [Na+], CN(C)C=O. The product is Cc1nc(N)nc(-c2cccnc2Nc2cnc(C)c(NS(C)(=O)=O)c2)n1. As a reaction SMILES: [CH2:39]1[O:40][CH2:41][CH2:42][CH2:43]1.[CH3:29][Si:30]([N-:31][Si:32]([CH3:33])([CH3:34])[CH3:35])([CH3:36])[CH3:37].[F:1][c:2]1[n:3][cH:4][cH:5][cH:6][c:7]1-[c:8]1[n:9][c:10]([NH2:15])[n:11][c:12]([CH3:14])[n:13]1.[NH2:16][c:17]1[cH:18][c:19]([NH:24][S:25](=[O:26])(=[O:27])[CH3:28])[c:20]([CH3:23])[n:21][cH:22]1.[Na+:38].[O:44]=[CH:45][N:46]([CH3:47])[CH3:48]>>[c:2]1([NH:16][c:17]2[cH:18][c:19]([NH:24][S:25](=[O:26])(=[O:27])[CH3:28])[c:20]([CH3:23])[n:21][cH:22]2)[n:3][cH:4][cH:5][cH:6][c:7]1-[c:8]1[n:9][c:10]([NH2:15])[n:11][c:12]([CH3:14])[n:13]1. Reactants: Cl, Nc1nc(-c2ccco2)c(-c2ccnc(F)c2)s1, [Na+], [OH-]. Yields the product Nc1nc(-c2ccco2)c(-c2cc[nH]c(=O)c2)s1. RXN SMILES: [ClH:21].[NH2:1][c:2]1[s:3][c:4](-[c:12]2[cH:13][c:14]([F:18])[n:15][cH:16][cH:17]2)[c:5](-[c:7]2[o:8][cH:9][cH:10][cH:11]2)[n:6]1.[Na+:20].[OH-:19]>>[NH2:1][c:2]1[s:3][c:4](-[c:12]2[cH:13][c:14](=[O:19])[nH:15][cH:16][cH:17]2)[c:5](-[c:7]2[o:8][cH:9][cH:10][cH:11]2)[n:6]1. The reactants are [C-]#[C-], Cc1ccc(S(=O)(=O)OCC2CN(C(=O)OC(C)(C)C)CCC2C)cc1, CS(C)=O, [Li+], [Li+]. Product: C#CCC1CN(C(=O)OC(C)(C)C)CCC1C. RXN SMILES: [C-:1]#[C-:2].[C:5]([CH3:6])([CH3:7])([CH3:8])[O:9][C:10](=[O:11])[N:12]1[CH2:13][CH:14]([CH2:19][O:20][S:21]([c:22]2[cH:23][cH:24][c:25]([CH3:26])[cH:27][cH:28]2)(=[O:29])=[O:30])[CH:15]([CH3:18])[CH2:16][CH2:17]1.[CH3:31][S:32]([CH3:33])=[O:34].[Li+:3].[Li+:4]>>[C:1](#[CH:2])[CH2:19][CH:14]1[CH2:13][N:12]([C:10]([O:9][C:5]([CH3:6])([CH3:7])[CH3:8])=[O:11])[CH2:17][CH2:16][CH:15]1[CH3:18]. Starting materials: C(C)(C)(CC)O (Tert-amyl alcohol), [Na] (sodium). Yields the product C(C)(C)(CC)OC(C)(C)CC.[Na] (sodium t-amyl oxide), C(C)(C)(CC)O (t-amyl alcohol). As a reaction SMILES: [C:1]([OH:6])([CH2:4][CH3:5])([CH3:3])[CH3:2].[Na:7]>>[C:1]([O:6][C:1]([CH2:4][CH3:5])([CH3:3])[CH3:2])([CH2:4][CH3:5])([CH3:3])[CH3:2].[Na:7].[C:1]([OH:6])([CH2:4][CH3:5])([CH3:3])[CH3:2] |f:2.3,^1:6,18|. Reported procedure: Tert-amyl alcohol was sent as a first fluid from the center at a ratio of supply pressure/back pressure of 0.40 MPa/0.25 MPa, a rotation speed of 1000 rpm, and a sending temperature of 120° C., and sodium was introduced as a second fluid at 103° C. into a space between the processing surfaces at 10 mL/min. The first fluid and the second fluid were mixed in a thin film fluid, and then a solution obtained after processing was discharged from the space between the processing surfaces at 19 mL/min. ... Yields the product O=C(O)CCNCc1ccc2nc(-c3ccc(-c4ccccc4)c(C(F)(F)F)c3)sc2c1. Starting materials: CC(C)(C)OC(=O)CCNCc1ccc2nc(-c3ccc(-c4ccccc4)c(C(F)(F)F)c3)sc2c1, ClCCl, O=C(O)C(F)(F)F. RXN SMILES: [C:1]([CH3:2])([CH3:3])([CH3:4])[O:5][C:6]([CH2:7][CH2:8][NH:9][CH2:10][c:11]1[cH:12][c:13]2[c:14]([n:15][c:16](-[c:18]3[cH:19][c:20]([C:30]([F:31])([F:32])[F:33])[c:21](-[c:24]4[cH:25][cH:26][cH:27][cH:28][cH:29]4)[cH:22][cH:23]3)[s:17]2)[cH:34][cH:35]1)=[O:36].[Cl:44][CH2:45][Cl:46].[F:37][C:38]([F:39])([F:40])[C:41]([OH:42])=[O:43]>>[O:5]=[C:6]([CH2:7][CH2:8][NH:9][CH2:10][c:11]1[cH:12][c:13]2[c:14]([n:15][c:16](-[c:18]3[cH:19][c:20]([C:30]([F:31])([F:32])[F:33])[c:21](-[c:24]4[cH:25][cH:26][cH:27][cH:28][cH:29]4)[cH:22][cH:23]3)[s:17]2)[cH:34][cH:35]1)[OH:36]. Reactants: [H][H] (hydrogen), TiCl3, polyolefin, hydrocarbons, [Al+3].[Cl-].[Cl-].[Cl-] (AlCl3), polyolefin, TiCl3, C=CC (propene), C=C (ethene), TiCl3, Cl (hydrogen chloride), Al(C2H5)3Cl3, C=CCC (1-butene), C=CCC (1-butene), C=C (Ethene), polyolefin, [H][H] (hydrogen), C=CC (propene), [H][H] (hydrogen). Run at temperature 130 celsius. Reagents/catalysts: [Al](CC)(CC)CC (Al(C2H5)3), Cl[Ti](Cl)(Cl)Cl (TiCl4), [Al+3].[Cl-].[Cl-].[Cl-] (AlCl3), [Al+3].[Cl-].[Cl-].[Cl-] (AlCl3), [Al](CC)(CC)Cl (Al(C2H5)2Cl), [Al](CC)(CC)Cl (Al(C2H5)2Cl). Run in CCCC (n-butane), CCCC (n-butane), CCCC (n-butane), CCCC (n-butane), CCCCCC (hexane), CCCC (n-butane), CCCC (n-butane). Yields the product C=C.C=CC.C=CCC (ethene propene 1-butene). RXN SMILES: [H][H].C=C.Cl.[CH2:6]=[CH:7]C.[CH2:9]=[CH:10][CH2:11][CH3:12].[Al+3].[Cl-].[Cl-].[Cl-]>[Al+3].[Cl-].[Cl-].[Cl-].CCCCCC.CCCC.Cl[Ti](Cl)(Cl)Cl.[Al](CC)(CC)CC.[Al](Cl)(CC)CC>[CH2:6]=[CH2:7].[CH2:9]=[CH:10][CH3:11].[CH2:9]=[CH:10][CH2:11][CH3:12] |f:5.6.7.8,9.10.11.12,18.19.20|. Procedure details: The polymerization is carried out in the apparatus described in Example 1. Per hour, 100 kg of n-butane are introduced into the 0.25 m3 polymerization kettle via a pump. 5.0 g per hour of a TiCl3.0.5 AlCl3 catalyst (obtained by reducing 1 mol of TiCl4 with 0.7 mol of Al(C2H5)3Cl3 (as a 20 percent strength solution in hexane) at 0° C. using a reaction time of 6 hours, and a post-reaction time of 6 hours at 0° to 10° C., heating at 130° C. (6 hours) and subsequent isolation), are metered into the ... The reactants are [OH-].[Na+] (sodium hydroxide), CN1CC(CC1)OC1=C(C(=O)N)C=CC=C1 (2-[(1-methyl-3-pyrrolidinyl)oxy]benzamide), Cl (hydrochloric acid). Solvent: O (water). Product: ClCCC1OC2=C(C(N(C1)C)=O)C=CC=C2 (2-(2-Chloroethyl)-2,3-dihydro-4-methyl-1,4-benzoxazepin-5(4H)-one). Reaction SMILES: [OH-].[Na+].[CH3:3][N:4]1[CH2:8][CH2:7][CH:6]([O:9][C:10]2[CH:18]=[CH:17][CH:16]=[CH:15][C:11]=2[C:12](N)=[O:13])[CH2:5]1.[ClH:19]>O>[Cl:19][CH2:8][CH2:7][CH:6]1[CH2:5][N:4]([CH3:3])[C:12](=[O:13])[C:11]2[CH:15]=[CH:16][CH:17]=[CH:18][C:10]=2[O:9]1 |f:0.1|. Procedure: To 54 g (1.35 mole) of sodium hydroxide in 800 ml of water was added 148 g (0.67 mole) of 2-[(1-methyl-3-pyrrolidinyl)oxy]benzamide and the mixture brought to reflux for 18 hr. The pH was adjusted to 7 with hydrochloric acid and the solution filtered and concentrated. The residue was boiled with 400 ml of isopropanol and filtered. The filtrate was concentrated and the residue (which crystallized) was refluxed with 300 ml of thionyl chloride for 0.5 hr. and concentrated in vacuo. The residue was ...